The task is: describe an organic reaction: reactants, conditions, products, and yield. This data is from the Open Reaction Database (ORD), a public repository of structured organic reaction records. Starting materials: CC1=C(C(=O)C2=CC=CC=C2)C=CC=C1 (2-methylbenzophenone), BrN1C(CCC1=O)=O (N-bromosuccinimide), C(C1=CC=CC=C1)(=O)OOC(C1=CC=CC=C1)=O (benzoyl peroxide). Run in C(Cl)(Cl)(Cl)Cl (carbon tetrachloride). The product is BrCC1=C(C(=O)C2=CC=CC=C2)C=CC=C1 (2-Bromomethylbenzophenone). Reaction SMILES: [CH3:1][C:2]1[CH:15]=[CH:14][CH:13]=[CH:12][C:3]=1[C:4]([C:6]1[CH:11]=[CH:10][CH:9]=[CH:8][CH:7]=1)=[O:5].[Br:16]N1C(=O)CCC1=O.C(OOC(=O)C1C=CC=CC=1)(=O)C1C=CC=CC=1>C(Cl)(Cl)(Cl)Cl>[Br:16][CH2:1][C:2]1[CH:15]=[CH:14][CH:13]=[CH:12][C:3]=1[C:4]([C:6]1[CH:11]=[CH:10][CH:9]=[CH:8][CH:7]=1)=[O:5]. Procedure details: A mixture of 2-methylbenzophenone (9.8 g), N-bromosuccinimide (8.9 g), benzoyl peroxide (0.5 g) and carbon tetrachloride (150 ml) was refluxed for 1 hour with light irradiation. The mixture was cooled, and then filtered to remove insoluble substances. The filtrate was concentrated to afford quantitatively the above-titled compound as an oily substance. The reactants are CC[N-]CC, C1CCOC1, COc1ccc(C(=O)O)c(OC)c1OC, [Li+], O. The product is CCN(CC)c1c(C(=O)O)ccc(OC)c1OC. Reaction SMILES: [CH2:16]([CH3:17])[N-:18][CH2:19][CH3:20].[CH2:23]1[O:24][CH2:25][CH2:26][CH2:27]1.[CH3:1][O:2][c:3]1[c:4]([C:5](=[O:6])[OH:7])[cH:8][cH:9][c:10]([O:14][CH3:15])[c:11]1[O:12][CH3:13].[Li+:21].[OH2:22]>>[c:3]1([N:18]([CH2:16][CH3:17])[CH2:19][CH3:20])[c:4]([C:5](=[O:6])[OH:7])[cH:8][cH:9][c:10]([O:14][CH3:15])[c:11]1[O:12][CH3:13]. The reactants are [H-].[Na+] (NaH), ClC1=C(C=C(C=C1)[C@@]1(O[C@@H]([C@H]([C@@H]([C@H]1O)O)O)CO[Si](C)(C)C)OC)CC1=C(C(=C(C=C1)OC)F)F ((2S,3R,4S,5S,6R)-2-[4-chloro-3-[(2,3-difluoro-4-methoxy-phenyl)methyl]phenyl]-2-methoxy-6-(trimethylsilyloxymethyl)tetrahydropyran-3,4,5-triol), C(C1=CC=CC=C1)Br (benzyl bromide). Run in CN(C)C=O (DMF). Conditions: temperature 0 celsius, time 45 minute. Product: C(C1=CC=CC=C1)O[C@@H]1[C@H](O[C@@]([C@@H]([C@H]1OCC1=CC=CC=C1)OCC1=CC=CC=C1)(OC)C1=CC(=C(C=C1)Cl)CC1=C(C(=C(C=C1)OC)F)F)CO[Si](C)(C)C ([[(2R,3R,4S,5R,6S)-3,4,5-tribenzyloxy-6-[4-chloro-3-[(2,3-difluoro-4-methoxy-phenyl)methyl]phenyl]-6-methoxy-tetrahydropyran-2-yl]methoxy]trimethyl-silane). Isolated yield 210.4%. As a reaction SMILES: [Cl:1][C:2]1[CH:7]=[CH:6][C:5]([C@@:8]2([O:23][CH3:24])[C@H:13]([OH:14])[C@@H:12]([OH:15])[C@H:11]([OH:16])[C@@H:10]([CH2:17][O:18][Si:19]([CH3:22])([CH3:21])[CH3:20])[O:9]2)=[CH:4][C:3]=1[CH2:25][C:26]1[CH:31]=[CH:30][C:29]([O:32][CH3:33])=[C:28]([F:34])[C:27]=1[F:35].[H-].[Na+].[CH2:38](Br)[C:39]1[CH:44]=[CH:43][CH:42]=[CH:41][CH:40]=1>CN(C=O)C>[CH2:38]([O:16][C@H:11]1[C@H:12]([O:15][CH2:25][C:26]2[CH:31]=[CH:30][CH:29]=[CH:28][CH:27]=2)[C@@H:13]([O:14][CH2:8][C:5]2[CH:6]=[CH:7][CH:2]=[CH:3][CH:4]=2)[C@@:8]([C:5]2[CH:6]=[CH:7][C:2]([Cl:1])=[C:3]([CH2:25][C:26]3[CH:31]=[CH:30][C:29]([O:32][CH3:33])=[C:28]([F:34])[C:27]=3[F:35])[CH:4]=2)([O:23][CH3:24])[O:9][C@@H:10]1[CH2:17][O:18][Si:19]([CH3:21])([CH3:22])[CH3:20])[C:39]1[CH:44]=[CH:43][CH:42]=[CH:41][CH:40]=1 |f:1.2|. Procedure details: (2S,3R,4S,5S,6R)-2-[4-chloro-3-[(2,3-difluoro-4-methoxy-phenyl)methyl]phenyl]-2-methoxy-6-(trimethylsilyloxymethyl)tetrahydropyran-3,4,5-triol 2h (1.63 g, 2.84 mmol) was dissolved in 30 mL DMF and cooled to 0° C., followed by addition of 60% NaH (570 mg, 14.2 mmol). Then the reaction mixture was warmed to room temperature and stirred for 45 minutes. Thereafter, benzyl bromide (1.7 mL, 14.2 mmol) was added before the reaction mixture was stirred overnight. The reaction mixture was concentrated un... Reactants: C1(=CCCCC1)C1=C(C=NC=C1)[N+](=O)[O-] (4-cyclohexenyl-3-nitropyridine). Reagents/catalysts: [Fe] (iron). Run in C(C)(=O)O (acetic acid). Yields the product C1(=CCCCC1)C1=C(C=NC=C1)N (4-cyclohexenylpyridin-3-amine). The yield is 99.0%. Reaction SMILES: [C:1]1([C:7]2[CH:12]=[CH:11][N:10]=[CH:9][C:8]=2[N+:13]([O-])=O)[CH2:6][CH2:5][CH2:4][CH2:3][CH:2]=1>C(O)(=O)C.[Fe]>[C:1]1([C:7]2[CH:12]=[CH:11][N:10]=[CH:9][C:8]=2[NH2:13])[CH2:6][CH2:5][CH2:4][CH2:3][CH:2]=1. Procedure: A heterogeneous solution of 4-cyclohexenyl-3-nitropyridine (1.0 eq.) and iron (6.0 eq) in acetic acid, at a concentration of 0.4 M, was stirred vigorously for 2 hours. The mixture was then passed through a celite pad, eluting with MeOH. Upon removal of the volatiles in vacuo, the residue was dissolved in EtOAc, washed with Na2CO3(sat.), NaCl(sat.), was dried over MgSO4, was filtered and the volatiles were removed in vacuo yielding 4-cyclohexenylpyridin-3-amine (99%) as an oil. LCMS (m/z): 175.0 ...